Dataset: the Open Reaction Database (ORD), a public repository of structured organic reaction records. Task: describe an organic reaction: reactants, conditions, products, and yield Starting materials: O=C(c1cccc(CNCCNc2ccccc2Br)c1)N1CCCCC1, O=C([O-])[O-], COc1ccccc1B(O)O, CCO, Cc1ccccc1, [Na+], [Na+], c1ccc(P(c2ccccc2)(c2ccccc2)[Pd](P(c2ccccc2)(c2ccccc2)c2ccccc2)(P(c2ccccc2)(c2ccccc2)c2ccccc2)P(c2ccccc2)(c2ccccc2)c2ccccc2)cc1. Yields the product COc1ccccc1-c1ccccc1NCCNCc1cccc(C(=O)N2CCCCC2)c1. RXN SMILES: [Br:1][c:2]1[c:3]([NH:8][CH2:9][CH2:10][NH:11][CH2:12][c:13]2[cH:14][c:15]([C:19](=[O:20])[N:21]3[CH2:22][CH2:23][CH2:24][CH2:25][CH2:26]3)[cH:16][cH:17][cH:18]2)[cH:4][cH:5][cH:6][cH:7]1.[C:38](=[O:39])([O-:40])[O-:41].[CH3:27][O:28][c:29]1[c:30]([B:35]([OH:36])[OH:37])[cH:31][cH:32][cH:33][cH:34]1.[CH3:44][CH2:45][OH:46].[CH3:47][c:48]1[cH:49][cH:50][cH:51][cH:52][cH:53]1.[Na+:42].[Na+:43].[cH:54]1[cH:55][cH:56][c:57]([P:58]([Pd:59]([P:60]([c:61]2[cH:62][cH:63][cH:64][cH:65][cH:66]2)([c:67]2[cH:68][cH:69][cH:70][cH:71][cH:72]2)[c:73]2[cH:74][cH:75][cH:76][cH:77][cH:78]2)([P:79]([c:80]2[cH:81][cH:82][cH:83][cH:84][cH:85]2)([c:86]2[cH:87][cH:88][cH:89][cH:90][cH:91]2)[c:92]2[cH:93][cH:94][cH:95][cH:96][cH:97]2)[P:98]([c:99]2[cH:100][cH:101][cH:102][cH:103][cH:104]2)([c:105]2[cH:106][cH:107][cH:108][cH:109][cH:110]2)[c:111]2[cH:112][cH:113][cH:114][cH:115][cH:116]2)([c:117]2[cH:118][cH:119][cH:120][cH:121][cH:122]2)[c:123]2[cH:124][cH:125][cH:126][cH:127][cH:128]2)[cH:129][cH:130]1>>[c:2]1(-[c:30]2[c:29]([O:28][CH3:27])[cH:34][cH:33][cH:32][cH:31]2)[c:3]([NH:8][CH2:9][CH2:10][NH:11][CH2:12][c:13]2[cH:14][c:15]([C:19](=[O:20])[N:21]3[CH2:22][CH2:23][CH2:24][CH2:25][CH2:26]3)[cH:16][cH:17][cH:18]2)[cH:4][cH:5][cH:6][cH:7]1. Starting materials: BrCC=1C=NC(=C(C1CBr)O)C (3,4-Bis(bromomethyl)-5-hydroxy-6-methylpyridine), O (water). Yields the product Br.BrCC=1C=NC(=C(C1CO)O)C (3-Bromomethyl-5-hydroxy-4-hydroxymethyl-6-methylpyridine hydrobromide). RXN SMILES: [Br:1][CH2:2][C:3]1[CH:4]=[N:5][C:6]([CH3:12])=[C:7]([OH:11])[C:8]=1[CH2:9]Br.[OH2:13]>>[BrH:1].[Br:1][CH2:2][C:3]1[CH:4]=[N:5][C:6]([CH3:12])=[C:7]([OH:11])[C:8]=1[CH2:9][OH:13] |f:2.3|. Procedure details: 4,5-Bis(bromomethyl)-3-hydroxy-2-methylpyridine (2)(3 g, 0.008 mol) was stirred in water (24 ml) at 45-50° C. for 40 min. The solution was filtered and evaporated under vacuum. The obtained residue was crystallized from ethanol. The yield was 1.2 g (50%). The position of bromomethyl- in pyridine-ring was verified by qualitative analysis with 2,6-dichloroquinone-4-chloroimide (Harris and Folkers (1939) J. Am. Chem. Soc. 61: 247). M.p. 158-159° C. The reactants are OC1=C(C=CC(=C1)O)C1=NC(=NC(=N1)C1=C(C=C(C=C1)O)O)OC (2,4-di(2,4-dihydroxyphenyl)-6-methoxy-1,3,5-triazine), C(C1CO1)OCCCC (butyl glycidyl ether). Reagents/catalysts: [Br-].C(CCC)[N+](CCCC)(CCCC)CCCC (tetrabutylammonium bromide). Solvent: C(C)(=O)OCC (ethyl acetate). Conditions: temperature 80 celsius. Yields the product OC1=C(C=CC(=C1)OCC(COCCCC)O)C1=NC(=NC(=N1)C1=C(C=C(C=C1)OCC(COCCCC)O)O)OC (2,4-di[2-hydroxy-4-(3-butoxy-2-hydroxypropoxy)phenyl]-6-methoxy-1,3,5-triazine). RXN SMILES: [OH:1][C:2]1[CH:7]=[C:6]([OH:8])[CH:5]=[CH:4][C:3]=1[C:9]1[N:14]=[C:13]([C:15]2[CH:20]=[CH:19][C:18]([OH:21])=[CH:17][C:16]=2[OH:22])[N:12]=[C:11]([O:23][CH3:24])[N:10]=1.[CH2:25]([O:29][CH2:30][CH2:31][CH2:32][CH3:33])[CH:26]1[O:28][CH2:27]1>[Br-].C([N+](CCCC)(CCCC)CCCC)CCC.C(OCC)(=O)C>[OH:1][C:2]1[CH:7]=[C:6]([O:8][CH2:27][CH:26]([OH:28])[CH2:25][O:29][CH2:30][CH2:31][CH2:32][CH3:33])[CH:5]=[CH:4][C:3]=1[C:9]1[N:14]=[C:13]([C:15]2[CH:20]=[CH:19][C:18]([O:21][CH2:27][CH:26]([OH:28])[CH2:25][O:29][CH2:30][CH2:31][CH2:32][CH3:33])=[CH:17][C:16]=2[OH:22])[N:12]=[C:11]([O:23][CH3:24])[N:10]=1 |f:2.3|. Reported procedure: 10 g of 2,4-di(2,4-dihydroxyphenyl)-6-methoxy-1,3,5-triazine are stirred for 3 hours at 130° C. with 100 ml of butyl glycidyl ether and 0.20 g of tetrabutylammonium bromide. The mixture is subsequently allowed to cool to 80° C., 100 ml of ethyl acetate and 2.0 g of Prolith Rapid are added, the mixture is filtered through kieselguhr, and the solvent is removed under reduced pressure. The excess butyl glycidyl ether is then removed by vacuum distillation, giving 2,4-di[2-hydroxy-4-(3-butoxy-2-hydr... Starting materials: O=C([O-])[O-], CS(C)=O, Cl, O=S(=O)(OCC(F)(F)C(F)(F)C(F)(F)C(F)F)C(F)(F)F, [K+], [K+], N#CCC#N. Yields the product N#CC(C#N)CC(F)(F)C(F)(F)C(F)(F)C(F)F. Reaction SMILES: [C:27](=[O:28])([O-:29])[O-:30].[CH3:34][S:35](=[O:36])[CH3:37].[ClH:33].[F:1][C:2]([CH2:3][O:4][S:5]([C:6]([F:7])([F:8])[F:9])(=[O:10])=[O:11])([C:12]([C:13]([CH:14]([F:15])[F:16])([F:17])[F:18])([F:19])[F:20])[F:21].[K+:31].[K+:32].[N:22]#[C:23][CH2:24][C:25]#[N:26]>>[F:1][C:2]([CH2:3][CH:24]([C:23]#[N:22])[C:25]#[N:26])([C:12]([C:13]([CH:14]([F:15])[F:16])([F:17])[F:18])([F:19])[F:20])[F:21]. As a reaction SMILES: Cl[C:2]1[N:7]=[C:6]([NH:8][C:9]2[CH:14]=[CH:13][C:12]([O:15][CH3:16])=[C:11]([Cl:17])[CH:10]=2)[C:5]([F:18])=[CH:4][N:3]=1.[NH2:19][C:20]1[CH:21]=[CH:22][C:23]2[O:27][CH:26]([C:28]([O:30][CH3:31])=[O:29])[CH2:25][C:24]=2[CH:32]=1>>[Cl:17][C:11]1[CH:10]=[C:9]([NH:8][C:6]2[C:5]([F:18])=[CH:4][N:3]=[C:2]([NH:19][C:20]3[CH:21]=[CH:22][C:23]4[O:27][CH:26]([C:28]([O:30][CH3:31])=[O:29])[CH2:25][C:24]=4[CH:32]=3)[N:7]=2)[CH:14]=[CH:13][C:12]=1[O:15][CH3:16]. Reactants: ClC1=NC=C(C(=N1)NC1=CC(=C(C=C1)OC)Cl)F (2-chloro-N4-(3-chloro-4-methoxyphenyl)-5-fluoro-4-pyrimidineamine), NC=1C=CC2=C(CC(O2)C(=O)OC)C1 (5-amino-2,3-dihydro-2-(methoxycarbonyl)benzofuran). Procedure: In a like manner to the preparation of N4-(3,4-ethylenedioxyphenyl)-5-fluoro-N2-(3-hydroxyphenyl)-2,4-pyrimidinediamine, 2-chloro-N4-(3-chloro-4-methoxyphenyl)-5-fluoro-4-pyrimidineamine and 5-amino-2,3-dihydro-2-(methoxycarbonyl)benzofuran were reacted to produce N4-(3-chloro-4-methoxyphenyl)-5-fluoro-N2-[2,3-dihydro-2-(methoxycarbonyl)benzofuran-5-yl]-2,4-pyrimidinediamine. 1H NMR (DMSO-d6): δ 10.31 (bs, 1H), 10.04 (bs, 1H), 8.21 (d, 1H, J=4.8 Hz), 7.75 (t, 1H, J=3.0 Hz), 7.54 (td, 1H, J=3.0 a... Yields the product ClC=1C=C(C=CC1OC)NC1=NC(=NC=C1F)NC=1C=CC2=C(CC(O2)C(=O)OC)C1 (N4-(3-chloro-4-methoxyphenyl)-5-fluoro-N2-[2,3-dihydro-2-(methoxycarbonyl)benzofuran-5-yl]-2,4-pyrimidinediamine). The reactants are COC([C@@H](NC(C)=O)CSC)=O (S-methyl-N-acetyl-L-cysteine methylester), O.NN (hydrazine hydrate). Run in C(C)O (ethanol). Yields the product CSC[C@H](NC(C)=O)C(=O)NN (S-methyl-N-acetyl-cysteinylhydrazine). Isolated yield 58.0%. RXN SMILES: C[O:2][C:3](=O)[C@H:4]([CH2:9][S:10][CH3:11])[NH:5][C:6](=[O:8])[CH3:7].O.[NH2:14][NH2:15]>C(O)C>[CH3:11][S:10][CH2:9][C@@H:4]([C:3]([NH:14][NH2:15])=[O:2])[NH:5][C:6](=[O:8])[CH3:7] |f:1.2|. Reported procedure: In 20 ml of ethanol were dissolved 1.70 g (8.9 mmole) of S-methyl-N-acetyl-L-cysteine methylester and 6 ml of aqueous 80% hydrazine hydrate solution and the solution was heated at reflux for 2 hours. After the reaction solution was concentrated in vacuo, a small amount of water was added to the residue and then distilled off in vacuo and this procedure was repeated three times to give white crystals. The crystals were washed with small amount of ethanol and dried to give 0.99 g (58% yield) of S-... Reactants: FC(C1=CC=C(C=C1)C1=NC=CC(=C1)CC(=O)OC)(F)F (methyl {2-[4-(trifluoromethyl)phenyl]pyridin-4-yl}acetate), Cl (HCl). Reagents/catalysts: O=[Pt]=O (PtO2). Solvent: CO (MeOH). Conditions: time 5 hour. Yields the product Cl.FC(C1=CC=C(C=C1)C1NCCC(C1)CC(=O)OC)(F)F ((±)-Methyl {2-[4-(trifluoromethyl)phenyl]piperidin-4-yl}acetate Hydrochloride). RXN SMILES: [F:1][C:2]([F:21])([F:20])[C:3]1[CH:8]=[CH:7][C:6]([C:9]2[CH:14]=[C:13]([CH2:15][C:16]([O:18][CH3:19])=[O:17])[CH:12]=[CH:11][N:10]=2)=[CH:5][CH:4]=1.[ClH:22]>CO.O=[Pt]=O>[ClH:22].[F:20][C:2]([F:1])([F:21])[C:3]1[CH:4]=[CH:5][C:6]([CH:9]2[CH2:14][CH:13]([CH2:15][C:16]([O:18][CH3:19])=[O:17])[CH2:12][CH2:11][NH:10]2)=[CH:7][CH:8]=1 |f:4.5|. Procedure: A mixture of methyl {2-[4-(trifluoromethyl)phenyl]pyridin-4-yl}acetate (6.2 g, 21 mmol), PtO2 (200 mg, 0.9 mmol) and HCl solution (4N in dioxane, 5.8 ml, 23 mmol) in MeOH (100 ml) was hydrogenated at 20 psi on a Parr® apparatus for 5 hours. The catalyst was removed by filtration and the filtrate evaporated in vacuo to give the desired piperidine as white solid (7.1 g, quant). 1H NMR (400 MHz, CD3OD) δ: 1.58-1.72 (1H, m), 1.75-1.85 (1H, m), 2.08 (1H, d, J 14.2), 2.19 (1H, t, J 14.2), 2.28-2.38 (1... Starting materials: O=C[C@@H](O)[C@@H](O)[C@H](O)[C@H](O)CO (D-mannose), I (hydriodic acid), C1(CCCCC1)=O (cyclohexanone). The solvent is ClCCl (dichloromethane). Conditions: temperature 65 celsius, time 8 hour. The product is C1CCC2(CC1)OC[C@@H](O2)[C@@H]3[C@@H]([C@H]4[C@H](O3)OC5(O4)CCCCC5)O (2,3:5,6-di-O-cyclohexylidene-α-D-mannofuranose). The yield is 82.6%. As a reaction SMILES: [C:1]1(=[O:7])[CH2:6][CH2:5][CH2:4][CH2:3][CH2:2]1.O=[CH:9][C@H:10]([C@H:12]([C@@H:14]([C@@H:16]([CH2:18][OH:19])[OH:17])[OH:15])[OH:13])[OH:11].I>ClCCl>[CH2:4]1[CH2:5][CH2:6][C:1]2([O:11][C@@H:10]([C@H:12]3[O:13][C@@H:18]4[O:19][C:1]5([CH2:6][CH2:5][CH2:4][CH2:3][CH2:2]5)[O:17][C@H:16]4[C@H:14]3[OH:15])[CH2:9][O:7]2)[CH2:2][CH2:3]1. Procedure: To a mixture of 150 ml of cyclohexanone and 120 ml of dichloromethane were added 10.0 g of D-mannose and 175 mg of hydriodic acid (57%) and the mixture was refluxed with stirring in a water bath at 65° C. for 8 hours. During this reaction, the refluxing solvent was dried with 20 g of Molecular Sieves 3A interposed between the reaction vessel and the cooling jacket. The reaction mixture was diluted with benzene, washed with aqueous sodium bicarbonate and water and dried over anhydrous magnesium s... Reactants: C(C)(C)NC1=NC2=C(N1[C@@H]1[C@@H](OC(C)=O)[C@@H](OC(C)=O)[C@@H](O1)COC(C)=O)C=C(C(=C2Cl)Cl)Cl (2-(Isopropylamino)-4,5,6-trichloro-1-(2,3,5-tri-O-acetyl-beta-L-ribofuranosyl)-1H-benzimidazole), CO (methanol), C([O-])([O-])=O.[Na+].[Na+] (sodium carbonate), O (water). Run in C(C)O (ethanol). The product is C(C)(C)NC1=NC2=C(N1[C@@H]1[C@@H](O)[C@@H](O)[C@@H](O1)CO)C=C(C(=C2Cl)Cl)Cl (2-(Isopropylamino)-4,5,6-trichloro-1-(beta-L-ribofuranosyl)-1H-benzimidazole). Isolated yield 74.6%. RXN SMILES: [CH:1]([NH:4][C:5]1[N:9]([C@H:10]2[O:22][C@@H:21]([CH2:23][O:24]C(=O)C)[C@H:16]([O:17]C(=O)C)[C@@H:11]2[O:12]C(=O)C)[C:8]2[CH:28]=[C:29]([Cl:34])[C:30]([Cl:33])=[C:31]([Cl:32])[C:7]=2[N:6]=1)([CH3:3])[CH3:2].C(=O)([O-])[O-].[Na+].[Na+].O.CO>C(O)C>[CH:1]([NH:4][C:5]1[N:9]([C@H:10]2[O:22][C@@H:21]([CH2:23][OH:24])[C@H:16]([OH:17])[C@@H:11]2[OH:12])[C:8]2[CH:28]=[C:29]([Cl:34])[C:30]([Cl:33])=[C:31]([Cl:32])[C:7]=2[N:6]=1)([CH3:3])[CH3:2] |f:1.2.3|. Reported procedure: 2-(Isopropylamino)-4,5,6-trichloro-1-(2,3,5-tri-O-acetyl-beta-L-ribofuranosyl)-1H-benzimidazole (1.00 g, 1.86 mmol), sodium carbonate (0.26 g, 2.45 mmol), water (4 mL), methanol (6 mL) and ethanol (8mL) were used according to general procedure III. The product was purified by silica gel chromatography using 10:1 dichloromethane/methanol to afford 0.57 g (75%) of a white powder; m.p. 223-224° C. Anal. Calcd for C15H18Cl3N3O4: C, 43.87; H, 4.42; N, 10.23. Found: C, 43.63; H, 4.55; N, 9.98.